From a dataset of the Open Reaction Database (ORD), a public repository of structured organic reaction records. describe an organic reaction: reactants, conditions, products, and yield Reactants: CN(C=O)C (dimethylformamide), C(C(=O)Cl)(=O)Cl (oxalyl chloride), C(=O)(O)CC1=C(C=NC2=C(C=CC=C12)NC(C1=C(C=CC=C1Cl)Cl)=O)C=C (4-carboxymethyl-8-(2,6-dichlorobenzoylamino)-3-vinylquinoline), NCC1=NC=CC=C1 (2-aminomethylpyridine). Run in ClCCl (dichloromethane), ClCCl (dichloromethane). Reaction conditions: time 30 minute. The product is ClC1=C(C(=O)NC2=CC=CC3=C4C=C(C=CC4=CN=C23)O)C(=CC=C1)Cl (4-(2,6-dichlorobenzoylamino)-9-hydroxyphenanthridine). Yield: 23.3%. Reaction SMILES: CN(C)C=O.C(Cl)(=O)C(Cl)=O.[C:12]([CH2:15][C:16]1[C:25]2[C:20](=[C:21]([NH:26][C:27](=[O:36])[C:28]3[C:33]([Cl:34])=[CH:32][CH:31]=[CH:30][C:29]=3[Cl:35])[CH:22]=[CH:23][CH:24]=2)[N:19]=[CH:18][C:17]=1[CH:37]=[CH2:38])([OH:14])=O.NCC1C=CC=CN=1>ClCCl>[Cl:35][C:29]1[CH:30]=[CH:31][CH:32]=[C:33]([Cl:34])[C:28]=1[C:27]([NH:26][C:21]1[C:20]2[C:25](=[C:16]3[C:17](=[CH:18][N:19]=2)[CH:37]=[CH:38][C:12]([OH:14])=[CH:15]3)[CH:24]=[CH:23][CH:22]=1)=[O:36]. Procedure details: To a mixture of dimethylformamide (80.5 mg) and dichloromethane (2 ml) was added oxalyl chloride (140 mg), and the mixture was stirred for 30 minutes at ambient temperature. To the mixture was added 4-carboxymethyl-8-(2,6-dichlorobenzoylamino)-3-vinylquinoline (340 mg) at 0° C., and the mixture was stirred for 30 minutes at the same temperature. To the mixture was added a solution of 2-aminomethylpyridine (458 mg) in dichloromethane (2 ml) at 0° C., and the mixture was stirred for 30 minutes at ... The reactants are ClC=1C=C(C=CC1)C=1N(C=C2N(C(N(C(C21)=O)C)=O)C)C[C@H](CO)O ((R)-5-(3-chlorophenyl)-6-(2,3-dihydroxypropyl)-1,3-dimethyl-1H-pyrrolo[3,4-d]pyrimidine-2,4(3H,6H)-dione), C(C)(C)(C)[Si](C)(C)Cl (tert-butylchlorodimethylsilane), N1C=NC=C1 (imidazole), C(C)(C)(C)[Si](C)(C)Cl (tert-butylchlorodimethylsilane). Reagents/catalysts: CN(C)C=1C=CN=CC1 (DMAP). The solvent is CN(C)C=O (DMF), CCOC(=O)C (EtOAc). Run at time 1 hour. Yields the product [Si](C)(C)(C(C)(C)C)OC[C@@H](CN1C=C2N(C(N(C(C2=C1C1=CC(=CC=C1)Cl)=O)C)=O)C)O ((R)-6-(3-((tert-Butyldimethylsilyl)oxy)-2-hydroxypropyl)-5-(3-chlorophenyl)-1,3-dimethyl-1H-pyrrolo[3,4-d]pyrimidine-2,4(3H,6H)-dione). RXN SMILES: [Cl:1][C:2]1[CH:3]=[C:4]([C:8]2[N:9]([CH2:21][C@@H:22]([OH:25])[CH2:23][OH:24])[CH:10]=[C:11]3[C:16]=2[C:15](=[O:17])[N:14]([CH3:18])[C:13](=[O:19])[N:12]3[CH3:20])[CH:5]=[CH:6][CH:7]=1.[C:26]([Si:30](Cl)([CH3:32])[CH3:31])([CH3:29])([CH3:28])[CH3:27].N1C=CN=C1>CN(C1C=CN=CC=1)C.CN(C=O)C.CCOC(C)=O>[Si:30]([O:24][CH2:23][C@H:22]([OH:25])[CH2:21][N:9]1[C:8]([C:4]2[CH:5]=[CH:6][CH:7]=[C:2]([Cl:1])[CH:3]=2)=[C:16]2[C:11]([N:12]([CH3:20])[C:13](=[O:19])[N:14]([CH3:18])[C:15]2=[O:17])=[CH:10]1)([C:26]([CH3:29])([CH3:28])[CH3:27])([CH3:32])[CH3:31]. Procedure: A solution of (R)-5-(3-chlorophenyl)-6-(2,3-dihydroxypropyl)-1,3-dimethyl-1H-pyrrolo[3,4-d]pyrimidine-2,4(3H,6H)-dione (1.39 g, 3.8 mmol), tert-butylchlorodimethylsilane (633 mg, 4.2 mmol), imidazole (520 mg, 7.6 mmol) and DMAP (47 mg, 0.38 mmol) in DMF (14 mL) was stirred at room temperature for 2 hours. A further portion of tert-butylchlorodimethylsilane (172 mg, 1.1 mmol) was added and the mixture stirred for a further 1 hour. The reaction mixture was diluted with EtOAc (70 mL) and washed wit... Reactants: C=C(C)C#N, CN(C)C=O, O=Cc1cccc(Cl)c1, N#C[Na]. Yields the product CC(C#N)CC(=O)c1cccc(Cl)c1. As a reaction SMILES: [C:13]([C:14](=[CH2:15])[CH3:16])#[N:17].[CH3:18][N:19]([CH3:20])[CH:21]=[O:22].[Cl:4][c:5]1[cH:6][c:7]([CH:8]=[O:9])[cH:10][cH:11][cH:12]1.[Na:1][C:2]#[N:3]>>[Cl:4][c:5]1[cH:6][c:7]([C:8](=[O:9])[CH2:15][CH:14]([C:13]#[N:17])[CH3:16])[cH:10][cH:11][cH:12]1. The reactants are CC(CN1C(N(C2=NC(=CC=C21)C2=C(C=CC(=C2)CO)C)C)=O)(C)C (1-(2,2-dimethylpropyl)-5-[5-(hydroxymethyl)-2-methylphenyl]-3-methyl-1,3-dihydro-2H-imidazo[4,5-b]pyridin-2-one), P(=O)(Br)(Br)Br (phosphorus oxybromide). Solvent: CCOC(=O)C (EtOAc), C(Cl)Cl (DCM). Conditions: time 4 hour. Yields the product BrCC=1C=CC(=C(C1)C1=CC=C2C(=N1)N(C(N2CC(C)(C)C)=O)C)C (5-[5-(bromomethyl)-2-methylphenyl]-1-(2,2-dimethylpropyl)-3-methyl-1,3-dihydro-2H-imidazo[4,5-b]pyridin-2-one). RXN SMILES: [CH3:1][C:2]([CH3:25])([CH3:24])[CH2:3][N:4]1[C:12]2[C:7](=[N:8][C:9]([C:13]3[CH:18]=[C:17]([CH2:19]O)[CH:16]=[CH:15][C:14]=3[CH3:21])=[CH:10][CH:11]=2)[N:6]([CH3:22])[C:5]1=[O:23].P(Br)(Br)([Br:28])=O>C(Cl)Cl.CCOC(C)=O>[Br:28][CH2:19][C:17]1[CH:16]=[CH:15][C:14]([CH3:21])=[C:13]([C:9]2[N:8]=[C:7]3[N:6]([CH3:22])[C:5](=[O:23])[N:4]([CH2:3][C:2]([CH3:25])([CH3:24])[CH3:1])[C:12]3=[CH:11][CH:10]=2)[CH:18]=1. Reported procedure: To a solution of 51-1 (150 mg, 0.44 mmol) in DCM (2 mL) at 0° C. was added phosphorus oxybromide (126 mg, 0.46 mmol). After 4 hours, the reaction was diluted with EtOAc, and washed with water, saturated aqueous sodium bicarbonate and brine. The organic layer was dried over Na2SO4, filtered and concentrated to give product as a white foam. MS (M+H)+: observed=402.0/404.0, calculated=402.3/404.3. Reactants: C(C=C)O (allyl alcohol), C1(=CC=CC=C1)P(C1=CC=CC=C1)C1=CC=CC=C1 (triphenylphosphine), BrN1C(CCC1=O)=O (N-bromosuccinimide), CN(C=O)C (dimethylformamide), SC1=NC=CN=C1 (2-mercaptopyrazine). Run in O (water), ClCCl (dichloromethan), C(C)N(CC)CC (triethylamine). Run at time 30 minute. Product: C(C=C)SC1=NC=CN=C1 (2 -(2-propenylthio)pyrazine). Yield: 44.2%. RXN SMILES: [CH2:1](O)[CH:2]=[CH2:3].C1(P(C2C=CC=CC=2)C2C=CC=CC=2)C=CC=CC=1.BrN1C(=O)CCC1=O.CN(C)C=O.[SH:37][C:38]1[CH:43]=[N:42][CH:41]=[CH:40][N:39]=1>ClCCl.C(N(CC)CC)C.O>[CH2:1]([S:37][C:38]1[CH:43]=[N:42][CH:41]=[CH:40][N:39]=1)[CH:2]=[CH2:3]. Procedure: 0.58 g of allyl alcohol was dissolved in 50 ml of dichloromethan and 2.89 g of triphenylphosphine and 1.96 g of N-bromosuccinimide were added thereto. The mixture was stirred at room temperature for 30 minutes, and 5 ml of dimethylformamide solution in which 1.0 g of 2-mercaptopyrazine and 1 ml of triethylamine were dissolved was added to the above solution. The resulting mixture was stirred at room temperature for 1 hour and poured into 100 ml of water. The organic layer was separated and conce... Reactants: O=C([O-])[O-], Cc1cc2cc(O)ccc2[nH]1, COC1CCN(C(=O)c2cc3nccc(Cl)c3s2)C1, [Cs+], [Cs+], CN(C)C=O. The product is COC1CCN(C(=O)c2cc3nccc(Oc4ccc5[nH]c(C)cc5c4)c3s2)C1. As a reaction SMILES: [C:1](=[O:2])([O-:3])[O-:4].[CH3:26][c:27]1[nH:28][c:29]2[cH:30][cH:31][c:32]([OH:36])[cH:33][c:34]2[cH:35]1.[Cl:7][c:8]1[c:9]2[c:10]([n:11][cH:12][cH:13]1)[cH:14][c:15]([C:17](=[O:18])[N:19]1[CH2:20][CH:21]([O:24][CH3:25])[CH2:22][CH2:23]1)[s:16]2.[Cs+:5].[Cs+:6].[O:37]=[CH:38][N:39]([CH3:40])[CH3:41]>>[c:8]1([O:36][c:32]2[cH:31][cH:30][c:29]3[nH:28][c:27]([CH3:26])[cH:35][c:34]3[cH:33]2)[c:9]2[c:10]([n:11][cH:12][cH:13]1)[cH:14][c:15]([C:17](=[O:18])[N:19]1[CH2:20][CH:21]([O:24][CH3:25])[CH2:22][CH2:23]1)[s:16]2.